The task is: describe an organic reaction: reactants, conditions, products, and yield. This data is from the Open Reaction Database (ORD), a public repository of structured organic reaction records. The reactants are BrC1=CSC=C1C=1C(=NC=CC1)NCC (3-bromo-4-(2-ethylaminopyridin-3-yl)thiophene), FC1=NC=CC=C1[Sn](CCCC)(CCCC)CCCC (2-fluoro-3-tributylstannylpyridine), [F-].C(CCC)[N+](CCCC)(CCCC)CCCC (tetrabutylammonium fluoride). Reagents/catalysts: Cl[Pd]([P](C1=CC=CC=C1)(C2=CC=CC=C2)C3=CC=CC=C3)([P](C4=CC=CC=C4)(C5=CC=CC=C5)C6=CC=CC=C6)Cl (Pd(Ph3P)2Cl2). Solvent: C(C)(=O)OCC (ethyl acetate), CN1C(CCC1)=O (N-methylpyrrolidinone). Run at temperature 100 celsius, time 1 day. Yields the product FC1=NC=CC=C1C1=CSC=C1C=1C(=NC=CC1)NCC (3-(2-fluoropyridin-3-yl)-4-(2-ethylaminopyridin-3-yl)thiophene). Yield: 23.5%. Reaction SMILES: Br[C:2]1[C:6]([C:7]2[C:8]([NH:13][CH2:14][CH3:15])=[N:9][CH:10]=[CH:11][CH:12]=2)=[CH:5][S:4][CH:3]=1.[F:16][C:17]1[C:22]([Sn](CCCC)(CCCC)CCCC)=[CH:21][CH:20]=[CH:19][N:18]=1.[F-].C([N+](CCCC)(CCCC)CCCC)CCC>CN1CCCC1=O.C(OCC)(=O)C.Cl[Pd](Cl)([P](C1C=CC=CC=1)(C1C=CC=CC=1)C1C=CC=CC=1)[P](C1C=CC=CC=1)(C1C=CC=CC=1)C1C=CC=CC=1>[F:16][C:17]1[C:22]([C:2]2[C:6]([C:7]3[C:8]([NH:13][CH2:14][CH3:15])=[N:9][CH:10]=[CH:11][CH:12]=3)=[CH:5][S:4][CH:3]=2)=[CH:21][CH:20]=[CH:19][N:18]=1 |f:2.3,^1:69,88|. Procedure details: A mixture of 3-bromo-4-(2-ethylaminopyridin-3-yl)thiophene (0.31 g), 2-fluoro-3-tributylstannylpyridine (0.507 g) and Pd(Ph3P)2Cl2 (0.035 g) in N-methylpyrrolidinone (3 mL), in a sealed tube, was heated at 100° C. for 17 hours. The mixture was cooled and tetrabutylammonium fluoride (1M in tetrahydrofuran, 1 mL) was added. After one day, the mixture was diluted with ethyl acetate, washed with water, dried, filtered, and evaporated. The residue was fractionated by chromatography to give 3-(2-fluor...